This data is from the Open Reaction Database (ORD), a public repository of structured organic reaction records. The task is: describe an organic reaction: reactants, conditions, products, and yield Starting materials: COC=1C=C2C=NN=C(C2=CC1OC)N1CCC(CC1)=O (6,7-Dimethoxy-1-(4-oxopiperidino)phthalazine), Cl.CN (methylamine hydrochloride), [OH-].[K+] (potassium hydroxide), C(#N)[BH3-].[Na+] (sodium cyanoborohydride), CO (methanol), CO (methanol), C(#N)[BH3-].[Na+] (sodium cyanoborohydride), [OH-].[K+] (potassium hydroxide). Conditions: time 20 hour. The product is C(C(=O)O)(=O)O.COC=1C=C2C=NN=C(C2=CC1OC)N1CCC(CC1)NC (6,7-dimethoxy-1-[4-(N-methylamino)piperidino]phthalazine oxalate). Reaction SMILES: [CH3:1][O:2][C:3]1[CH:4]=[C:5]2[C:10](=[CH:11][C:12]=1[O:13][CH3:14])[C:9]([N:15]1[CH2:20][CH2:19][C:18](=O)[CH2:17][CH2:16]1)=[N:8][N:7]=[CH:6]2.Cl.CN.[OH-:25].[K+].[C:27]([BH3-])#[N:28].[Na+].C[OH:32]>>[C:12]([OH:13])(=[O:32])[C:3]([OH:25])=[O:2].[CH3:1][O:2][C:3]1[CH:4]=[C:5]2[C:10](=[CH:11][C:12]=1[O:13][CH3:14])[C:9]([N:15]1[CH2:20][CH2:19][CH:18]([NH:28][CH3:27])[CH2:17][CH2:16]1)=[N:8][N:7]=[CH:6]2 |f:1.2,3.4,5.6,8.9|. Reported procedure: To 6,7-Dimethoxy-1-(4-oxopiperidino)phthalazine (11 g), methylamine hydrochloride (4.7 g) and potassium hydroxide flakes (1.1 g) in a methanol (200 ml) suspension was added sodium cyanoborohydride (1 g) in methanol (20 ml). The resulting mixture was stirred for 20 hours, after which a further portion of sodium cyanoborohydride (0.2 g) was added. After stirring for an additional 4 hours the mixture was treated with potassium hydroxide flakes (4 g) and evaporated in vacuo. The residue was partitio... Starting materials: ClC1=NC(=C2N=CNC2=N1)NC1CCC1 (2-chloro-N-cyclobutyl-9H-purin-6-amine), NC1=CC=C(C=C1)N(C(C)=O)C (N-(4-aminophenyl)-N-methyl-acetamide). The reagents and catalysts are Cl[Si](C)(C)C (chlorotrimethylsilane). Solvent: C(CCC)O (1-butanol). Reaction conditions: temperature 117 celsius. Product: Cl.C1(CCC1)NC1=C2N=CNC2=NC(=N1)NC1=CC=C(C=C1)N(C(C)=O)C (N-[4-[[6-(Cyclobutylamino)-9H-purin-2-yl]amino]phenyl]-N-methylacetamide hydrochloride). The yield is 61.7%. As a reaction SMILES: [Cl:1][C:2]1[N:10]=[C:9]2[C:5]([N:6]=[CH:7][NH:8]2)=[C:4]([NH:11][CH:12]2[CH2:15][CH2:14][CH2:13]2)[N:3]=1.[NH2:16][C:17]1[CH:22]=[CH:21][C:20]([N:23]([CH3:27])[C:24](=[O:26])[CH3:25])=[CH:19][CH:18]=1>Cl[Si](C)(C)C.C(O)CCC>[ClH:1].[CH:12]1([NH:11][C:4]2[N:3]=[C:2]([NH:16][C:17]3[CH:18]=[CH:19][C:20]([N:23]([CH3:27])[C:24](=[O:26])[CH3:25])=[CH:21][CH:22]=3)[N:10]=[C:9]3[C:5]=2[N:6]=[CH:7][NH:8]3)[CH2:15][CH2:14][CH2:13]1 |f:4.5|. Procedure: A 5 L, 4-neck, round-bottomed flask fitted with a mechanical stirrer, digital thermometer, heating and cooling capabilities, condenser, addition funnel, and nitrogen inlet and outlet, was flushed with nitrogen and charged with 479.8 g (2.15 moles) of 2-chloro-N-cyclobutyl-9H-purin-6-amine, 387.5 g (2.36 moles) of N-(4-aminophenyl)-N-methyl-acetamide, and 3.6 L of dry 1-butanol. The mixture was stirred and 2.72 mL (0.02 moles) of chlorotrimethylsilane was added at 25° C. The mixture was heated to...